This data is from the Open Reaction Database (ORD), a public repository of structured organic reaction records. The task is: describe an organic reaction: reactants, conditions, products, and yield Reactants: C(C)(C)(C)OC(=O)N1C(OC[C@@H]1CC1=CC=C(C=C1)O)(C)C ((S)-4-(4-Hydroxy-benzyl)-2,2-dimethyl-oxazolidine-3-carboxylic acid tert-butyl ester), IC1=CC=C(C=C1)OC (4-iodoanisole), CuI(I), CN(CC(=O)O)C (N,N-dimethylglycine), C([O-])([O-])=O.[Cs+].[Cs+] (cesium carbonate). Run in O1CCOCC1 (dioxane), ClCCl (dichloromethane). Product: C(C)(C)(C)OC(=O)N1C(OC[C@@H]1CC1=CC=C(C=C1)OC1=CC=C(C=C1)OC)(C)C ((S)-4-[4-(4-Methoxyphenoxy)-benzyl]-2,2-dimethyl-oxazolidine-3carboxylic acid tert-butyl ester). Isolated yield 51.3%. RXN SMILES: [C:1]([O:5][C:6]([N:8]1[C@@H:12]([CH2:13][C:14]2[CH:19]=[CH:18][C:17]([OH:20])=[CH:16][CH:15]=2)[CH2:11][O:10][C:9]1([CH3:22])[CH3:21])=[O:7])([CH3:4])([CH3:3])[CH3:2].I[C:24]1[CH:29]=[CH:28][C:27]([O:30][CH3:31])=[CH:26][CH:25]=1.CN(C)CC(O)=O.C(=O)([O-])[O-].[Cs+].[Cs+]>O1CCOCC1.ClCCl>[C:1]([O:5][C:6]([N:8]1[C@@H:12]([CH2:13][C:14]2[CH:15]=[CH:16][C:17]([O:20][C:24]3[CH:29]=[CH:28][C:27]([O:30][CH3:31])=[CH:26][CH:25]=3)=[CH:18][CH:19]=2)[CH2:11][O:10][C:9]1([CH3:22])[CH3:21])=[O:7])([CH3:4])([CH3:2])[CH3:3] |f:3.4.5|. Procedure details: To a solution of (S)-4-(4-Hydroxy-benzyl)-2,2-dimethyl-oxazolidine-3-carboxylic acid tert-butyl ester (150 mg, 0.5 mmol, 1 eq.)), 4-iodoanisole (180 mg, 0.75 mmol, 1.5 eq.) in dioxane (4 ml) was added CuI(I) (20 mg, 0.05 mmol, 0.1 eq.), N,N-dimethylglycine (30 mg, 0.15 mmol, 0.3 eq.) and cesium carbonate (500 mg, 1.5 mmol, 3 eq.). The resulting mixture was stirred under Ar at reflux overnight. After cooling to room temperature, the volatile material was removed under reduced pressure to give a r... The reactants are BrC1(CCCC1)C(=O)C1=NNC2=CC(=CC=C12)OC ((1-bromocyclopentyl)(6-methoxy-1H-indazol-3-yl)methanone), P(OC)(OC)OC (trimethyl phosphite). Product: P(=O)(OC(C1=NNC2=CC(=CC=C12)OC)=C1CCCC1)(OC)OC (Cyclopentylidene(6-methoxy-1H-indazol-3-yl)methyl dimethyl phosphate). RXN SMILES: Br[C:2]1([C:7]([C:9]2[C:17]3[C:12](=[CH:13][C:14]([O:18][CH3:19])=[CH:15][CH:16]=3)[NH:11][N:10]=2)=[O:8])[CH2:6][CH2:5][CH2:4][CH2:3]1.[P:20]([O:25]C)([O:23][CH3:24])[O:21][CH3:22]>>[P:20]([O:23][CH3:24])([O:21][CH3:22])([O:8][C:7](=[C:2]1[CH2:6][CH2:5][CH2:4][CH2:3]1)[C:9]1[C:17]2[C:12](=[CH:13][C:14]([O:18][CH3:19])=[CH:15][CH:16]=2)[NH:11][N:10]=1)=[O:25]. Procedure: The title compound was prepared from (1-bromocyclopentyl)(6-methoxy-1H-indazol-3-yl)methanone and trimethyl phosphite using the procedure described in Method I Step B of Example 1 followed by RP-HPLC purification using 20-100% MeCN gradient. It was isolated as a white solid following lyophilization. 1H NMR (CDCl3, 500 MHz) δ 7.79 (d, 8.9 Hz, 1H), 6.85 (dd, 2.1 & 9.0 Hz, 1H), 6.81 (d, 1.8 Hz, 1H), 3.88 (s, 3H), 3.67 (d, 11.3 Hz, 6H), 2.72˜2.79 (m, 2H), 2.53˜2.59 (m, 2H), 1.70˜1.81 (m, 4H). LC-MS:... Yields the product CNC1=CC2=CC=CC=C2C=C1 (N-methyl-β-naphthylamine). Yield: 97.0%. Reported procedure: 288 parts of β-naphthol, 3 parts of triphenyl phosphite and 80 parts of methylamine gas are heated for 10 hours under pressure at 200° C in a pressure autoclave. The pressure is 40 atmospheres. When the two-phase mixture has cooled, water is added, the batch is stirred for 30 minutes at 70° C and the lower oily phase is separated off and distilled. 305 parts of N-methyl-β-naphthylamine, boiling at 165° - 166° C/12 mm Hg, are obtained. This corresponds to a yield of 97% of theory. The solvent is O (water). The reactants are C1=C(C=CC2=CC=CC=C12)O (β-naphthol), P(OC1=CC=CC=C1)(OC1=CC=CC=C1)OC1=CC=CC=C1 (triphenyl phosphite), CN (methylamine). As a reaction SMILES: [CH:1]1[C:10]2[C:5](=[CH:6][CH:7]=[CH:8][CH:9]=2)[CH:4]=[CH:3][C:2]=1O.P(OC1C=CC=CC=1)(OC1C=CC=CC=1)OC1C=CC=CC=1.[CH3:34][NH2:35]>O>[CH3:34][NH:35][C:2]1[CH:3]=[CH:4][C:5]2[C:10](=[CH:9][CH:8]=[CH:7][CH:6]=2)[CH:1]=1. Reaction conditions: temperature 70 celsius, time 30 minute. The reactants are ClCC/C(=C(/C1=CC=C(C=C1)OCCN(C)C)\C1=CC=C(C=C1)OCC1=CC=CC=C1)/C1=CC=C(C=C1)OCC1=CC=CC=C1 (Z-4-chloro-1,2-bis (4-benzyloxyphenyl)-1-[4-[2-(N,N-dimethylamino)-ethoxy]phenyl]-1-butene), C(C1=CC=CC=C1)OC1=CC=C(C=C1)C(=C(CCO)C1=CC=C(C=C1)OCC1=CC=CC=C1)C1=CC=C(C=C1)OCCN(C)C (1,2-bis-(4-benzyloxyphenyl)-1-[4-[2-(N,N-dimethylamino) ethoxy]phenyl]-1-buten-4-ol). Yields the product ClCCC(=C(C1=CC=C(C=C1)OCCN(C)C)C1=CC=C(C=C1)OCC1=CC=CC=C1)C1=CC=C(C=C1)OCC1=CC=CC=C1 (4-chloro-1,2-bis(4-benzyloxyphenyl)-1-[4-[2-(N,N-dimethylamino)-ethoxy]phenyl]-1-butene). Isolated yield 63.0%. As a reaction SMILES: [Cl:1][CH2:2][CH2:3]/[C:4](/[C:32]1[CH:37]=[CH:36][C:35]([O:38][CH2:39][C:40]2[CH:45]=[CH:44][CH:43]=[CH:42][CH:41]=2)=[CH:34][CH:33]=1)=[C:5](\[C:18]1[CH:23]=[CH:22][C:21]([O:24][CH2:25][C:26]2[CH:31]=[CH:30][CH:29]=[CH:28][CH:27]=2)=[CH:20][CH:19]=1)/[C:6]1[CH:11]=[CH:10][C:9]([O:12][CH2:13][CH2:14][N:15]([CH3:17])[CH3:16])=[CH:8][CH:7]=1.C(OC1C=CC(C(C2C=CC(OCCN(C)C)=CC=2)=C(C2C=CC(OCC3C=CC=CC=3)=CC=2)CCO)=CC=1)C1C=CC=CC=1>>[Cl:1][CH2:2][CH2:3][C:4]([C:32]1[CH:33]=[CH:34][C:35]([O:38][CH2:39][C:40]2[CH:41]=[CH:42][CH:43]=[CH:44][CH:45]=2)=[CH:36][CH:37]=1)=[C:5]([C:18]1[CH:23]=[CH:22][C:21]([O:24][CH2:25][C:26]2[CH:31]=[CH:30][CH:29]=[CH:28][CH:27]=2)=[CH:20][CH:19]=1)[C:6]1[CH:7]=[CH:8][C:9]([O:12][CH2:13][CH2:14][N:15]([CH3:17])[CH3:16])=[CH:10][CH:11]=1. Procedure: Z-4-chloro-1,2-bis (4-benzyloxyphenyl)-1-[4-[2-(N,N-dimethylamino)-ethoxy]phenyl]-1-butene isprepared from 4.14 g of 1,2-bis-(4-benzyloxyphenyl)-1-[4-[2-(N,N-dimethylamino) ethoxy]phenyl]-1-buten-4-ol according to the procedure described in Example 6(c). The product is purified by column chromatography giving 2.68g (63%) of the product.